This data is from the Open Reaction Database (ORD), a public repository of structured organic reaction records. The task is: describe an organic reaction: reactants, conditions, products, and yield Starting materials: ClC=1C=C(C=CC1)C1=C(C=CC(=N1)C(=O)O)C1OCCC1 (6-(3-chloro-phenyl)-5-(tetrahydro-furan-2-yl)-pyridine-2-carboxylic acid), CC(N)(C=1OC=CN1)C (α,α-dimethyl-2-oxazolemethanamine). Yields the product CC(C)(C=1OC=CN1)NC(=O)C1=NC(=C(C=C1)C1OCCC1)C1=CC(=CC=C1)Cl (6-(3-Chloro-phenyl)-5-(tetrahydro-furan-2-yl)-pyridine-2-carboxylic acid (1-methyl-1-oxazol-2-yl-ethyl)-amide). RXN SMILES: [Cl:1][C:2]1[CH:3]=[C:4]([C:8]2[N:13]=[C:12]([C:14]([OH:16])=O)[CH:11]=[CH:10][C:9]=2[CH:17]2[CH2:21][CH2:20][CH2:19][O:18]2)[CH:5]=[CH:6][CH:7]=1.[CH3:22][C:23]([CH3:30])([C:25]1[O:26][CH:27]=[CH:28][N:29]=1)[NH2:24]>>[CH3:22][C:23]([NH:24][C:14]([C:12]1[CH:11]=[CH:10][C:9]([CH:17]2[CH2:21][CH2:20][CH2:19][O:18]2)=[C:8]([C:4]2[CH:5]=[CH:6][CH:7]=[C:2]([Cl:1])[CH:3]=2)[N:13]=1)=[O:16])([C:25]1[O:26][CH:27]=[CH:28][N:29]=1)[CH3:30]. Procedure details: The title compound was synthesized in analogy to Example 1, using 6-(3-chloro-phenyl)-5-(tetrahydro-furan-2-yl)-pyridine-2-carboxylic acid (Example 125 b) and α,α-dimethyl-2-oxazolemethanamine (CAN 1211519-76-4) as starting materials, MS (EI): m/e=412.1 [M+H]+. Reactants: CCOC(=O)CC1OB(O)c2cc(O)cc(C)c21, C1CCOC1, [Cl-], N#Cc1ccc(Cl)nn1, Cl, [H-], [NH4+], [Na+]. The product is CCOC(=O)CC1OB(O)c2cc(Oc3ccc(C#N)nn3)cc(C)c21. As a reaction SMILES: [CH2:1]([CH3:2])[O:3][C:4]([CH2:5][CH:6]1[c:7]2[c:8]([cH:12][c:13]([OH:17])[cH:14][c:15]2[CH3:16])[B:9]([OH:11])[O:10]1)=[O:18].[CH2:33]1[O:34][CH2:35][CH2:36][CH2:37]1.[Cl-:30].[Cl:19][c:20]1[cH:21][cH:22][c:23]([C:26]#[N:27])[n:24][n:25]1.[ClH:32].[H-:29].[NH4+:31].[Na+:28]>>[CH2:1]([CH3:2])[O:3][C:4]([CH2:5][CH:6]1[c:7]2[c:8]([cH:12][c:13]([O:17][c:20]3[cH:21][cH:22][c:23]([C:26]#[N:27])[n:24][n:25]3)[cH:14][c:15]2[CH3:16])[B:9]([OH:11])[O:10]1)=[O:18]. Reactants: BrC=1C=C(CN2C(=NC3=C2C=CC(=C3)OCC3=NC2=CC=CC=C2C=C3)[C@H]3C([C@H]3C(=O)OCC)(C)C)C=CC1 (racemic cis-ethyl 3-(1-(3-bromobenzyl)-5-(quinolin-2-ylmethoxy)-1H-benzo[d]imidazol-2-yl)-2,2-dimethylcyclopropanecarboxylate), COC1=NC=C(C=N1)B(O)O (2-methoxypyrimidine-5-boronic acid). Procedure details: The title compound was prepared using similar methods to those in Example 110 using racemic cis-ethyl 3-(1-(3-bromobenzyl)-5-(quinolin-2-ylmethoxy)-1H-benzo[d]imidazol-2-yl)-2,2-dimethylcyclopropanecarboxylate and 2-methoxypyrimidine-5-boronic acid in Step A. MS (ESI): mass calcd. for C35H31N5O4, 585.24; m/z found, 586.2 [M+H]+. 1H NMR (500 MHz, CDCl3) δ 8.63 (s, 2H), 8.23 (d, J=8.3, 1H), 8.11 (d, J=8.8, 1H), 7.85 (d, J=8.3, 1H), 7.78-7.74 (m, 1H), 7.70 (d, J=8.5, 1H), 7.60-7.55 (m, 1H), 7.51-7.... Product: COC1=NC=C(C=N1)C=1C=C(CN2C(=NC3=C2C=CC(=C3)OCC3=NC2=CC=CC=C2C=C3)[C@H]3C([C@H]3C(=O)O)(C)C)C=CC1 (racemic cis-3-{1-[3-(2-Methoxypyrimidin-5-yl)benzyl]-5-(quinolin-2-ylmethoxy)-1H-benzimidazol-2-yl}-2,2-dimethylcyclopropanecarboxylic acid). Reaction SMILES: Br[C:2]1[CH:3]=[C:4]([CH:37]=[CH:38][CH:39]=1)[CH2:5][N:6]1[C:10]2[CH:11]=[CH:12][C:13]([O:15][CH2:16][C:17]3[CH:26]=[CH:25][C:24]4[C:19](=[CH:20][CH:21]=[CH:22][CH:23]=4)[N:18]=3)=[CH:14][C:9]=2[N:8]=[C:7]1[C@@H:27]1[C@H:29]([C:30]([O:32]CC)=[O:31])[C:28]1([CH3:36])[CH3:35].[CH3:40][O:41][C:42]1[N:47]=[CH:46][C:45](B(O)O)=[CH:44][N:43]=1>>[CH3:40][O:41][C:42]1[N:47]=[CH:46][C:45]([C:2]2[CH:3]=[C:4]([CH:37]=[CH:38][CH:39]=2)[CH2:5][N:6]2[C:10]3[CH:11]=[CH:12][C:13]([O:15][CH2:16][C:17]4[CH:26]=[CH:25][C:24]5[C:19](=[CH:20][CH:21]=[CH:22][CH:23]=5)[N:18]=4)=[CH:14][C:9]=3[N:8]=[C:7]2[C@@H:27]2[C@H:29]([C:30]([OH:32])=[O:31])[C:28]2([CH3:36])[CH3:35])=[CH:44][N:43]=1. The product is C=CCOC(=O)C1(C)CCN(C(=O)C=Cc2ccc(OCC=C)c(OC)c2)CC1. Reaction SMILES: [CH2:13]([CH:14]=[CH2:15])[O:16][c:17]1[c:18]([O:39][CH3:40])[cH:19][c:20]([CH:21]=[CH:22][C:23](=[O:24])[N:25]2[CH2:26][CH2:27][CH:28]([C:31](=[O:32])[O:33][CH2:34][CH:35]=[CH2:36])[CH2:29][CH2:30]2)[cH:37][cH:38]1.[CH2:43]1[O:44][CH2:45][CH2:46][CH2:47]1.[CH3:11][I:12].[CH3:1][Si:2]([CH3:3])([CH3:4])[N-:5][Si:6]([CH3:7])([CH3:8])[CH3:9].[Cl-:41].[NH4+:42].[Na+:10]>>[CH3:11][C:28]1([C:31](=[O:32])[O:33][CH2:34][CH:35]=[CH2:36])[CH2:27][CH2:26][N:25]([C:23]([CH:22]=[CH:21][c:20]2[cH:19][c:18]([O:39][CH3:40])[c:17]([O:16][CH2:13][CH:14]=[CH2:15])[cH:38][cH:37]2)=[O:24])[CH2:30][CH2:29]1. Starting materials: C=CCOC(=O)C1CCN(C(=O)C=Cc2ccc(OCC=C)c(OC)c2)CC1, C1CCOC1, CI, C[Si](C)(C)[N-][Si](C)(C)C, [Cl-], [NH4+], [Na+]. The reactants are BrCc1ccccc1, Cc1cccc2c1C1(CCN(C(=O)OC(C)(C)C)CC1)CNC2=O, O=C([O-])[O-], CCCC[N+](CCCC)(CCCC)CCCC, Cc1ccccc1, [K+], [K+], [Na+], [OH-], O, O=S(=O)([O-])O. The product is Cc1cccc2c1C1(CCN(C(=O)OC(C)(C)C)CC1)CN(Cc1ccccc1)C2=O. Reaction SMILES: [Br:33][CH2:34][c:35]1[cH:36][cH:37][cH:38][cH:39][cH:40]1.[C:1]([CH3:2])([CH3:3])([CH3:4])[O:5][C:6](=[O:7])[N:8]1[CH2:9][CH2:10][C:11]2([CH2:12][NH:13][C:14](=[O:22])[c:15]3[cH:16][cH:17][cH:18][c:19]([CH3:21])[c:20]32)[CH2:23][CH2:24]1.[C:27](=[O:28])([O-:29])[O-:30].[CH2:53]([N+:54]([CH2:55][CH2:56][CH2:57][CH3:58])([CH2:59][CH2:60][CH2:61][CH3:62])[CH2:63][CH2:64][CH2:65][CH3:66])[CH2:67][CH2:68][CH3:69].[CH3:41][c:42]1[cH:43][cH:44][cH:45][cH:46][cH:47]1.[K+:31].[K+:32].[Na+:26].[OH-:25].[OH2:70].[S:48]([O-:49])([OH:50])(=[O:51])=[O:52]>>[C:1]([CH3:2])([CH3:3])([CH3:4])[O:5][C:6](=[O:7])[N:8]1[CH2:9][CH2:10][C:11]2([CH2:12][N:13]([CH2:34][c:35]3[cH:36][cH:37][cH:38][cH:39][cH:40]3)[C:14](=[O:22])[c:15]3[cH:16][cH:17][cH:18][c:19]([CH3:21])[c:20]32)[CH2:23][CH2:24]1. The reactants are O=C(O)c1cc2cc(Cl)ccc2[nH]1, CC(C)(C)OC(=O)N1CCC(CN)C1. Product: CC(C)(C)OC(=O)N1CCC(CNC(=O)c2cc3cc(Cl)ccc3[nH]2)C1. RXN SMILES: [Cl:15][c:16]1[cH:17][c:18]2[cH:19][c:20]([C:25](=[O:26])[OH:27])[nH:21][c:22]2[cH:23][cH:24]1.[NH2:1][CH2:2][CH:3]1[CH2:4][N:5]([C:8](=[O:9])[O:10][C:11]([CH3:12])([CH3:13])[CH3:14])[CH2:6][CH2:7]1>>[NH:1]([CH2:2][CH:3]1[CH2:4][N:5]([C:8](=[O:9])[O:10][C:11]([CH3:12])([CH3:13])[CH3:14])[CH2:6][CH2:7]1)[C:25]([c:20]1[cH:19][c:18]2[cH:17][c:16]([Cl:15])[cH:24][cH:23][c:22]2[nH:21]1)=[O:26].